Dataset: the Open Reaction Database (ORD), a public repository of structured organic reaction records. Task: describe an organic reaction: reactants, conditions, products, and yield Reactants: O1C(=CC=C1)C=1OC(=C(N1)COC1=C(C=C(COC2=NN(C=C2CC(=O)O)C2=CC=CC=C2)C=C1)OC)C ({3-[(4-{[2-(2-furyl)-5-methyl-1,3-oxazol-4-yl]methoxy}-3-methoxybenzyl)oxy]-1-phenyl-1H-pyrazol-4-yl}acetic acid), O1CCCC1 (tetrahydrofuran), Cl (Hydrochloric acid), B.O1CCCC1 (borane tetrahydrofuran). Run in O (water). Run at time 1 hour. Product: O1C(=CC=C1)C=1OC(=C(N1)COC1=C(C=C(COC2=NN(C=C2CCO)C2=CC=CC=C2)C=C1)OC)C (2-{3-[(4-{[2-(2-furyl)-5-methyl-1,3-oxazol-4-yl]methoxy}-3-methoxybenzyl)oxy]-1-phenyl-1H-pyrazol-4-yl}ethanol). Yield: 61.3%. As a reaction SMILES: [O:1]1[CH:5]=[CH:4][CH:3]=[C:2]1[C:6]1[O:7][C:8]([CH3:38])=[C:9]([CH2:11][O:12][C:13]2[CH:35]=[CH:34][C:16]([CH2:17][O:18][C:19]3[C:23]([CH2:24][C:25](O)=[O:26])=[CH:22][N:21]([C:28]4[CH:33]=[CH:32][CH:31]=[CH:30][CH:29]=4)[N:20]=3)=[CH:15][C:14]=2[O:36][CH3:37])[N:10]=1.O1CCCC1.B.O1CCCC1.Cl>O>[O:1]1[CH:5]=[CH:4][CH:3]=[C:2]1[C:6]1[O:7][C:8]([CH3:38])=[C:9]([CH2:11][O:12][C:13]2[CH:35]=[CH:34][C:16]([CH2:17][O:18][C:19]3[C:23]([CH2:24][CH2:25][OH:26])=[CH:22][N:21]([C:28]4[CH:29]=[CH:30][CH:31]=[CH:32][CH:33]=4)[N:20]=3)=[CH:15][C:14]=2[O:36][CH3:37])[N:10]=1 |f:2.3|. Reported procedure: To a mixture of {3-[(4-{[2-(2-furyl)-5-methyl-1,3-oxazol-4-yl]methoxy}-3-methoxybenzyl)oxy]-1-phenyl-1H-pyrazol-4-yl}acetic acid (0.52 g) and tetrahydrofuran (10 mL) was added borane-tetrahydrofuran (1.02 M tetrahydrofuran solution, 2.0 mL) at 0° C., and the mixture was stirred at room temperature for 1 hr. 1N Hydrochloric acid (5 mL) and water were added to the reaction mixture and the mixture was extracted with ethyl acetate. The ethyl acetate layer was washed successively with saturated aqueo... The reactants are C(N)(=O)C=1C=CC(=C(C1)NC(C(=O)O)C1=CC(=C(C=C1)F)OC)F (2-(5-Carbamoyl-2-fluorophenylamino)-2-(4-fluoro-3-methoxyphenyl)acetic acid), Cl.C1(CC1)S(=O)(=O)C1=C(C=C(C=C1)NC(=O)N(C)C)[C@@H]1NCC[C@@H]1C(=O)OCC ((2R,3S)-Ethyl 2-(2-(cyclopropylsulfonyl)-5-(3,3-dimethylureido)phenyl)pyrrolidine-3-carboxylate hydrochloride). Product: C(N)(=O)C=1C=CC(=C(C1)N[C@@H](C(=O)N1[C@H]([C@H](CC1)C(=O)OCC)C1=C(C=CC(=C1)NC(=O)N(C)C)S(=O)(=O)C1CC1)C1=CC(=C(C=C1)F)OC)F ((2R,3S)-Ethyl 1-((R)-2-(5-carbamoyl-2-fluorophenylamino)-2-(4-fluoro-3-methoxyphenyl)acetyl)-2-(2-(cyclopropylsulfonyl)-5-(3,3-dimethylureido)phenyl)pyrrolidine-3-carboxylate). As a reaction SMILES: [C:1]([C:4]1[CH:5]=[CH:6][C:7]([F:24])=[C:8]([NH:10][CH:11]([C:15]2[CH:20]=[CH:19][C:18]([F:21])=[C:17]([O:22][CH3:23])[CH:16]=2)[C:12]([OH:14])=O)[CH:9]=1)(=[O:3])[NH2:2].Cl.[CH:26]1([S:29]([C:32]2[CH:37]=[CH:36][C:35]([NH:38][C:39]([N:41]([CH3:43])[CH3:42])=[O:40])=[CH:34][C:33]=2[C@H:44]2[C@@H:48]([C:49]([O:51][CH2:52][CH3:53])=[O:50])[CH2:47][CH2:46][NH:45]2)(=[O:31])=[O:30])[CH2:28][CH2:27]1>>[C:1]([C:4]1[CH:5]=[CH:6][C:7]([F:24])=[C:8]([NH:10][C@H:11]([C:15]2[CH:20]=[CH:19][C:18]([F:21])=[C:17]([O:22][CH3:23])[CH:16]=2)[C:12]([N:45]2[CH2:46][CH2:47][C@H:48]([C:49]([O:51][CH2:52][CH3:53])=[O:50])[C@@H:44]2[C:33]2[CH:34]=[C:35]([NH:38][C:39]([N:41]([CH3:43])[CH3:42])=[O:40])[CH:36]=[CH:37][C:32]=2[S:29]([CH:26]2[CH2:28][CH2:27]2)(=[O:31])=[O:30])=[O:14])[CH:9]=1)(=[O:3])[NH2:2] |f:1.2|. Procedure: Example 80 was prepared according to the general coupling condition using 27A and 76O. 1H NMR (400 MHz, Methanol-d4) δ ppm 0.84 (t, J=7.20 Hz, 3H) 0.95-1.17 (m, 3H) 1.33-1.47 (m, 1H) 2.20-2.35 (m, 1H) 2.41 (d, J=6.82 Hz, 1H) 2.91-3.06 (m, 6H) 3.16-3.27 (m, 1H) 3.50-3.64 (m, 2H) 3.69 (s, 3H) 3.71-3.79 (m, 1H) 3.81-3.97 (m, 1H) 4.13-4.28 (m, 1H) 5.46 (s, 1H) 6.26 (d, J=8.34 Hz, 1H) 6.66 (d, J=2.27 Hz, 1H) 6.90-7.09 (m, 4H) 7.10-7.17 (m, 1H) 7.30 (dd, J=8.34, 2.02 Hz, 1H) 7.38-7.45 (m, 1H) 7.66 (d,... Reactants: FC=1C(=CC=C2C(=C(C(C(C12)(C)C)=O)C(=O)NCC(=O)OC(C)(C)C)O)OCC(C)C (1,1-dimethylethyl N-((8-fluoro-4-hydroxy-1,1-dimethyl-7-((2-methylpropyl)oxy)-2-oxo-naphthalen-3-yl)carbonyl)glycinate). The solvent is C(=O)(C(F)(F)F)O (TFA). Run at time 30 minute. Yields the product FC=1C(=CC=C2C(=C(C(C(C12)(C)C)=O)C(=O)NCC(=O)O)O)OCC(C)C (N-((8-Fluoro-4-hydroxy-1,1-dimethyl-7-((2-methylpropyl)oxy)-2-oxo-naphthalen-3-yl)carbonyl)glycine). Yield: 93.0%. RXN SMILES: [F:1][C:2]1[C:3]([O:27][CH2:28][CH:29]([CH3:31])[CH3:30])=[CH:4][CH:5]=[C:6]2[C:11]=1[C:10]([CH3:13])([CH3:12])[C:9](=[O:14])[C:8]([C:15]([NH:17][CH2:18][C:19]([O:21]C(C)(C)C)=[O:20])=[O:16])=[C:7]2[OH:26]>C(O)(C(F)(F)F)=O>[F:1][C:2]1[C:3]([O:27][CH2:28][CH:29]([CH3:31])[CH3:30])=[CH:4][CH:5]=[C:6]2[C:11]=1[C:10]([CH3:13])([CH3:12])[C:9](=[O:14])[C:8]([C:15]([NH:17][CH2:18][C:19]([OH:21])=[O:20])=[O:16])=[C:7]2[OH:26]. Procedure: A mixture of 1,1-dimethylethyl N-((8-fluoro-4-hydroxy-1,1-dimethyl-7-((2-methylpropyl)oxy)-2-oxo-naphthalen-3-yl)carbonyl)glycinate (0.22 g, 0.51 mmol) in 2 mL TFA was stirred at room temperature for 30 minutes, M+1=380. The mixture was concentrated and triturated in DCM/hexane (5:10). The solid was filtered, washed with 10 mL DCM/hexane (5:10), and dried under high vacuum to give 0.18 g of the product as a pale yellow solid. MS (m/z)=380 (M+H)+. Calculated for C19H22FNO6 379.14.